This data is from the Open Reaction Database (ORD), a public repository of structured organic reaction records. The task is: describe an organic reaction: reactants, conditions, products, and yield The reactants are ClC1=C(C=CC=C1)CCC(=O)C=1C(=NC=CC1)OC1=CC=C(C=C1)F (3-(2-Chlorophenyl)-1-[2-(4-fluorophenoxy)-3-pyridinyl]-1-propanone), [BH4-].[Na+] (NaBH4). Solvent: CO (methanol). Run at temperature 0 celsius, time 30 minute. Yields the product ClC1=C(C=CC=C1)CCC(O)C=1C(=NC=CC1)OC1=CC=C(C=C1)F (a-[2-(2-Chlorophenyl)ethyl]-2-(4-fluorophenoxy)-3-pyridinemethanol). Isolated yield 103.2%. Reaction SMILES: [Cl:1][C:2]1[CH:7]=[CH:6][CH:5]=[CH:4][C:3]=1[CH2:8][CH2:9][C:10]([C:12]1[C:13]([O:18][C:19]2[CH:24]=[CH:23][C:22]([F:25])=[CH:21][CH:20]=2)=[N:14][CH:15]=[CH:16][CH:17]=1)=[O:11].[BH4-].[Na+]>CO>[Cl:1][C:2]1[CH:7]=[CH:6][CH:5]=[CH:4][C:3]=1[CH2:8][CH2:9][CH:10]([C:12]1[C:13]([O:18][C:19]2[CH:20]=[CH:21][C:22]([F:25])=[CH:23][CH:24]=2)=[N:14][CH:15]=[CH:16][CH:17]=1)[OH:11] |f:1.2|. Procedure details: A solution of 76.0 mg (0.214 mmol) 3-(2-Chlorophenyl)-1-[2-(4-fluorophenoxy)-3-pyridinyl]-1-propanone in 5 mL of methanol was cooled to 0° C. and treated with 8.0 mg (0.21 mmol) of NaBH4. The mixture was stirred for 30 min at 0° C. and quenched by the addition of 1 mL of aqueous 1 N hydrochloric acid solution. The mixture was evaporated, and the residue was partitioned between 100 mL of EtOAc and 50 mL of saturated aqueous sodium hydrogencarbonate solution. The organic layer was washed with brin... Reactants: C(CCCCC)C1=NC2=CC=CC=C2C=C1 (2-hexylquinoline), CC1=CC=NC2=CC=CC=C12 (4-methylquinoline), CC1=CC=CC2=NC3=CC=CC=C3C=C12 (1-methylacridine). Product: CC=1N=CC2=CC=CC=C2C1 (3-methylisoquinoline). As a reaction SMILES: [CH2:1]([C:7]1[CH:16]=[CH:15][C:14]2[C:9](=[CH:10][CH:11]=[CH:12][CH:13]=2)[N:8]=1)CCCCC.CC1C2C(=CC=CC=2)N=CC=1.CC1C2C(=NC3C(C=2)=CC=CC=3)C=CC=1>>[CH3:1][C:7]1[N:8]=[CH:9][C:14]2[C:15]([CH:16]=1)=[CH:10][CH:11]=[CH:12][CH:13]=2. Procedure details: 2-hexylquinoline; 4-methylquinoline; 1-methylacridine; The product is CC(=O)C(C(=O)NC1=CC=CC=C1)N=NC2=C(C=C(C=C2)C3=CC(=C(C=C3)N=NC(C(=O)C)C(=O)NC4=CC=CC=C4)Cl)Cl (C.I. Pigment Yellow 12). The reactants are CC1=CC(=C(C=C1)NC(=O)C(C(=O)C)N=NC2=C(C=C(C=C2)C3=CC(=C(C=C3)N=NC(C(=O)C)C(=O)NC4=C(C=C(C=C4)C)C)Cl)Cl)C (C.I. Pigment Yellow 13), ClC=1C=C(C=CC1N)C1=CC(=C(N)C=C1)Cl (3,3'-dichlorobenzidine), C(CC(=O)C)(=O)NC1=CC=CC=C1 (acetoacetanilide). Procedure details: The pigment suspension was prepared similarly to C.I. Pigment Yellow 13 by coupling 80.4 g of tetrazotized 3,3'-dichlorobenzidine (44.7 g of sodium nitrite) with 118 g of acetoacetanilide. RXN SMILES: C[C:2]1[CH:7]=[CH:6][C:5]([NH:8][C:9]([CH:11]([N:15]=[N:16][C:17]2[CH:22]=[CH:21][C:20]([C:23]3[CH:28]=[CH:27][C:26]([N:29]=[N:30][CH:31]([C:35]([NH:37][C:38]4[CH:43]=[CH:42][C:41](C)=[CH:40][C:39]=4C)=[O:36])[C:32]([CH3:34])=[O:33])=[C:25]([Cl:46])[CH:24]=3)=[CH:19][C:18]=2[Cl:47])[C:12]([CH3:14])=[O:13])=[O:10])=[C:4](C)[CH:3]=1.ClC1C=C(C2C=CC(N)=C(Cl)C=2)C=CC=1N.C(NC1C=CC=CC=1)(=O)CC(C)=O>>[CH3:34][C:32]([CH:31]([N:30]=[N:29][C:26]1[CH:27]=[CH:28][C:23]([C:20]2[CH:21]=[CH:22][C:17]([N:16]=[N:15][CH:11]([C:9]([NH:8][C:5]3[CH:6]=[CH:7][CH:2]=[CH:3][CH:4]=3)=[O:10])[C:12]([CH3:14])=[O:13])=[C:18]([Cl:47])[CH:19]=2)=[CH:24][C:25]=1[Cl:46])[C:35]([NH:37][C:38]1[CH:39]=[CH:40][CH:41]=[CH:42][CH:43]=1)=[O:36])=[O:33]. Starting materials: FC(C(=O)NN1CCN(CC1)C(=O)OC(C)(C)C)(CC=C)F (4-(2,2-Difluoropent-4-enamido)-1-(t-butoxycarbonyl)piperazine), FC(C(=O)O)(F)F (trifluoroacetic acid). Run in ClCCl (dichloromethane). Yields the product FC(C(=O)NN1CCNCC1)(CC=C)F (4-(2,2-difluoropent-4-enamido)piperazine). RXN SMILES: [F:1][C:2]([F:22])([CH2:19][CH:20]=[CH2:21])[C:3]([NH:5][N:6]1[CH2:11][CH2:10][N:9](C(OC(C)(C)C)=O)[CH2:8][CH2:7]1)=[O:4].FC(F)(F)C(O)=O>ClCCl>[F:22][C:2]([F:1])([CH2:19][CH:20]=[CH2:21])[C:3]([NH:5][N:6]1[CH2:11][CH2:10][NH:9][CH2:8][CH2:7]1)=[O:4]. Reported procedure: A solution of 4-(2,2-difluoropent-4-enamido)-1-(t-butoxycarbonyl)piperazine (Example 16, step b) (5.0 g, 16.4 mmol) in 10 ml dichloromethane was treated with 2 ml trifluoroacetic acid. The reaction was concentrated after 24 hours, basified to pH 9 using 4N sodium hydroxide and extracted into dichloromethane. The organic extracts were dried (MgSO4) and concentrated to give 4-(2,2-difluoropent-4-enamido)piperazine as a yellow oil. δH (250 MHz, CDCl3) 2.83-3.01 (6H, m), 3.59-3.63 (2H, t, J=10 Hz), ... The reactants are COc1cc(Br)cc(OC)c1, C1CCOC1, CCCCCC, COc1ccc(C=O)cc1F, O. Yields the product COc1cc(OC)cc(C(O)c2ccc(OC)c(F)c2)c1. RXN SMILES: [Br:1][c:2]1[cH:3][c:4]([O:10][CH3:11])[cH:5][c:6]([O:8][CH3:9])[cH:7]1.[CH2:30]1[O:31][CH2:32][CH2:33][CH2:34]1.[CH3:12][CH2:13][CH2:14][CH2:15][CH2:16][CH3:17].[F:18][c:19]1[cH:20][c:21]([CH:22]=[O:23])[cH:24][cH:25][c:26]1[O:27][CH3:28].[OH2:29]>>[c:2]1([CH:22]([c:21]2[cH:20][c:19]([F:18])[c:26]([O:27][CH3:28])[cH:25][cH:24]2)[OH:23])[cH:3][c:4]([O:10][CH3:11])[cH:5][c:6]([O:8][CH3:9])[cH:7]1. Reactants: Cl.C(CC)C1=C(SC=2N1CCCN2)C(=O)OCC (ethyl 3-propyl-6,7-dihydro-5H-thiazolo[3,2-a]pyrimidine-2-carboxylate hydrochloride), Cl (hydrochloric acid). The solvent is [OH-].[Na+] (sodium hydroxide). Product: Cl.C(CC)C1=C(SC=2N1CCCN2)C(=O)O (3-Propyl-6,7-dihydro-5H-thiazolo[3,2-a]pyrimidine-2-carboxylic acid hydrochloride). Isolated yield 58.9%. Reaction SMILES: [ClH:1].[CH2:2]([C:5]1[N:9]2[CH2:10][CH2:11][CH2:12][N:13]=[C:8]2[S:7][C:6]=1[C:14]([O:16]CC)=[O:15])[CH2:3][CH3:4].Cl>[OH-].[Na+]>[ClH:1].[CH2:2]([C:5]1[N:9]2[CH2:10][CH2:11][CH2:12][N:13]=[C:8]2[S:7][C:6]=1[C:14]([OH:16])=[O:15])[CH2:3][CH3:4] |f:0.1,3.4,5.6|. Reported procedure: In 110 ml of 1N sodium hydroxide aqueous solution was suspended 9.96 g of ethyl 3-propyl-6,7-dihydro-5H-thiazolo[3,2-a]pyrimidine-2-carboxylate hydrochloride obtained in Example 11, followed by reflux under heating for 90 minutes. After cooling, the reaction mixture was made acidic with concentrated hydrochloric acid. The precipitated crystals were collected by filtration and washed with acetone to obtain 5.3 g of the titled compound. Starting materials: O=C([O-])[O-], CCCCO, O=C1OC(CCCCCl)CN1c1ccccc1, Cl, Cl, [I-], [K+], [K+], [K+], c1cnc(N2CCNCC2)nc1. Reaction SMILES: [C:32](=[O:33])([O-:34])[O-:35].[CH2:40]([OH:41])[CH2:42][CH2:43][CH3:44].[Cl:1][CH2:2][CH2:3][CH2:4][CH2:5][CH:6]1[CH2:7][N:8]([c:12]2[cH:13][cH:14][cH:15][cH:16][cH:17]2)[C:9](=[O:11])[O:10]1.[ClH:18].[ClH:19].[I-:39].[K+:36].[K+:37].[K+:38].[n:20]1[c:21]([N:26]2[CH2:27][CH2:28][NH:29][CH2:30][CH2:31]2)[n:22][cH:23][cH:24][cH:25]1>>[CH2:2]([CH2:3][CH2:4][CH2:5][CH:6]1[CH2:7][N:8]([c:12]2[cH:13][cH:14][cH:15][cH:16][cH:17]2)[C:9](=[O:11])[O:10]1)[N:29]1[CH2:28][CH2:27][N:26]([c:21]2[n:20][cH:25][cH:24][cH:23][n:22]2)[CH2:31][CH2:30]1. Yields the product O=C1OC(CCCCN2CCN(c3ncccn3)CC2)CN1c1ccccc1.